This data is from the Open Reaction Database (ORD), a public repository of structured organic reaction records. The task is: describe an organic reaction: reactants, conditions, products, and yield The reactants are BrC1C(=O)OC(C(C1)Br)=O (2,4-dibromoglutaric anhydride), C(C1=CC=CC=C1)O (benzyl alcohol). Reagents/catalysts: O.C1(=CC=C(C=C1)S(=O)(=O)O)C (p-toluenesulfonic acid monohydrate). The solvent is C1=CC=CC=C1 (benzene), C1=CC=CC=C1 (benzene). The product is BrC(C(=O)OCC1=CC=CC=C1)CC(C(=O)OCC1=CC=CC=C1)Br (dibenzyl 2,4-dibromoglutarate). Yield: 100.2%. Reaction SMILES: [Br:1][CH:2]1[CH2:8][CH:7]([Br:9])[C:6](=[O:10])[O:5][C:3]1=[O:4].[CH2:11]([OH:18])[C:12]1[CH:17]=[CH:16][CH:15]=[CH:14][CH:13]=1>O.C1(C)C=CC(S(O)(=O)=O)=CC=1.C1C=CC=CC=1>[Br:9][CH:7]([CH2:8][CH:2]([Br:1])[C:3]([O:5][CH2:11][C:12]1[CH:17]=[CH:16][CH:15]=[CH:14][CH:13]=1)=[O:4])[C:6]([O:18][CH2:11][C:12]1[CH:17]=[CH:16][CH:15]=[CH:14][CH:13]=1)=[O:10] |f:2.3|. Procedure: 2.18 g (8 mmol) of 2,4-dibromoglutaric anhydride, 2.1 ml (20 mmol) of benzyl alcohol, and 2 ml of benzene are stirred for 1.5 hours at room temperature. 76 mg (0.4 mmol) of p-toluenesulfonic acid monohydrate and 8 ml of benzene are added, and the solution is refluxed under a Dean-Stark trap for 2 hours. Filtration over silica gel and evaporation yields 3.77 g (100%) of dibenzyl 2,4-dibromoglutarate as a colourless oil. 1H NMR (CDl3): δ7.37 (br. s., 10H), 5.21 (narrow AB system, 4H, J=12.5); dl i... The reactants are Cc1cc(C(=O)O)ccc1[N+](=O)[O-], CN(C)C=O. Yields the product Cc1cc(C(=O)O)ccc1N. As a reaction SMILES: [CH3:1][c:2]1[cH:3][c:4]([C:5](=[O:6])[OH:7])[cH:8][cH:9][c:10]1[N+:11]([O-:12])=[O:13].[O:14]=[CH:15][N:16]([CH3:17])[CH3:18]>>[CH3:1][c:2]1[cH:3][c:4]([C:5](=[O:6])[OH:7])[cH:8][cH:9][c:10]1[NH2:11]. Starting materials: [Br-], C#CCC#CCBr, [C-]#N, CC[Mg+], C#CCOc1cccc(Cl)c1, C1CCOC1. Yields the product C#CCC#CCC#CCOc1cccc(Cl)c1. As a reaction SMILES: [Br-:1].[Br:18][CH2:19][C:20]#[C:21][CH2:22][C:23]#[CH:24].[C-:16]#[N:17].[CH2:2]([Mg+:3])[CH3:4].[Cl:5][c:6]1[cH:7][c:8]([O:9][CH2:10][C:11]#[CH:12])[cH:13][cH:14][cH:15]1.[O:25]1[CH2:26][CH2:27][CH2:28][CH2:29]1>>[Cl:5][c:6]1[cH:7][c:8]([O:9][CH2:10][C:11]#[C:12][CH2:19][C:20]#[C:21][CH2:22][C:23]#[CH:24])[cH:13][cH:14][cH:15]1. The reactants are CC(=O)O, O=[N+]([O-])O, COC(=O)c1cc(OC)ccc1O. Yields the product COC(=O)c1cc(OC)cc([N+](=O)[O-])c1O. Reaction SMILES: [C:18]([OH:19])(=[O:20])[CH3:21].[OH:14][N+:15]([O-:16])=[O:17].[OH:1][c:2]1[c:3]([C:4](=[O:5])[O:6][CH3:7])[cH:8][c:9]([O:12][CH3:13])[cH:10][cH:11]1>>[OH:1][c:2]1[c:3]([C:4](=[O:5])[O:6][CH3:7])[cH:8][c:9]([O:12][CH3:13])[cH:10][c:11]1[N+:15](=[O:14])[O-:16]. Starting materials: NCc1ccc(Cl)cc1, COc1cccc2c(Cl)cc(C)nc12. Product: COc1cccc2c(NCc3ccc(Cl)cc3)cc(C)nc12. RXN SMILES: [Cl:15][c:16]1[cH:17][cH:18][c:19]([CH2:20][NH2:21])[cH:22][cH:23]1.[Cl:1][c:2]1[cH:3][c:4]([CH3:14])[n:5][c:6]2[c:7]([O:12][CH3:13])[cH:8][cH:9][cH:10][c:11]12>>[c:2]1([NH:21][CH2:20][c:19]2[cH:18][cH:17][c:16]([Cl:15])[cH:23][cH:22]2)[cH:3][c:4]([CH3:14])[n:5][c:6]2[c:7]([O:12][CH3:13])[cH:8][cH:9][cH:10][c:11]12. The reactants are N1(CCC2=CC=CC=C12)C=1C(=NC2=CC=C(C=C2N1)C(=O)OC)C1=CC=CC=C1 (methyl 3-(indolin-1-yl)-2-phenylquinoxaline-6-carboxylate), [OH-].[Na+] (sodium hydroxide). Run in O (water), CO (methanol). Conditions: temperature 50 celsius, time 2 hour. Yields the product N1(CCC2=CC=CC=C12)C=1C(=NC2=CC=C(C=C2N1)C(=O)O)C1=CC=CC=C1 (3-(Indolin-1-yl)-2-phenylquinoxaline-6-carboxylic acid). Reaction SMILES: [N:1]1([C:10]2[C:11]([C:24]3[CH:29]=[CH:28][CH:27]=[CH:26][CH:25]=3)=[N:12][C:13]3[C:18]([N:19]=2)=[CH:17][C:16]([C:20]([O:22]C)=[O:21])=[CH:15][CH:14]=3)[C:9]2[C:4](=[CH:5][CH:6]=[CH:7][CH:8]=2)[CH2:3][CH2:2]1.[OH-].[Na+]>CO.O>[N:1]1([C:10]2[C:11]([C:24]3[CH:29]=[CH:28][CH:27]=[CH:26][CH:25]=3)=[N:12][C:13]3[C:18]([N:19]=2)=[CH:17][C:16]([C:20]([OH:22])=[O:21])=[CH:15][CH:14]=3)[C:9]2[C:4](=[CH:5][CH:6]=[CH:7][CH:8]=2)[CH2:3][CH2:2]1 |f:1.2|. Reported procedure: Into a 50-mL round-bottom flask, was placed a solution of methyl 3-(indolin-1-yl)-2-phenylquinoxaline-6-carboxylate (90 mg, 0.24 mmol, 1.00 equiv) in methanol (15 mL). Then a solution of sodium hydroxide (47.2 mg, 1.18 mmol, 5.00 equiv) in water (2 mL) was added. The resulting solution was stirred for 2 hrs at 50° C. in an oil bath. The resulting mixture was concentrated under vacuum. The residue was diluted in 20 mL of water. The pH value of the aqueous solution was adjusted to 4-5 with aqueous...